From a dataset of the Open Reaction Database (ORD), a public repository of structured organic reaction records. describe an organic reaction: reactants, conditions, products, and yield Reactants: O=C(OCC)C=1C=CC=CC1C(F)(F)F. The reagents and catalysts are O1B(OC(C)(C)C1(C)C)B2OC(C)(C)C(O2)(C)C, O=C1C=CC=2C=CC=C(C3=CN=C(C=C3)C=4N=CC=CC4)C2N1, [K].OC(C)(C)C, C[OH2+].C[OH2+].C1CC=CCCC=C1.C1CC=CCCC=C1.[Ir].[Ir]. Run in O1CCCC1. Conditions: temperature 50 celsius, time 12 hour. Product: O=C(OCC)C1=CC=C(C=C1C(F)(F)F)B2OC(C)(C)C(O2)(C)C. Isolated yield 81.0%. The reactants are O.NN (hydrazine hydrate), C(C1=CC=CC=C1)OCC(=O)Cl ((benzyloxy)acetyl chloride). The solvent is C(C)O (ethanol), C1CCOC1 (THF). Run at time 18 hour. Yields the product C(C1=CC=CC=C1)OCC(=O)NN (2-(benzyloxy)acetohydrazide). RXN SMILES: O.[NH2:2][NH2:3].[CH2:4]([O:11][CH2:12][C:13](Cl)=[O:14])[C:5]1[CH:10]=[CH:9][CH:8]=[CH:7][CH:6]=1>C(O)C.C1COCC1>[CH2:4]([O:11][CH2:12][C:13]([NH:2][NH2:3])=[O:14])[C:5]1[CH:10]=[CH:9][CH:8]=[CH:7][CH:6]=1 |f:0.1|. Procedure details: To a solution of hydrazine hydrate (10 ml) in ethanol (100 ml) at 0° C. was added a solution of (benzyloxy)acetyl chloride (6.4 ml) in THF (40 ml) by syringe pump over 30 minutes. The reaction mixture was allowed to warm to room temperature and stirred for 18 hours. The ethanol was removed under reduced pressure and the remaining aqueous mixture extracted with dichloromethane (3×100 ml). The combined organic extracts were washed with aqueous K2CO3 (100 ml) then brine (100 ml) and dried (MgSO4). ... Starting materials: O=C([O-])[O-], CN(C)C=O, CCOC(=O)c1c[nH]c2cc(Cl)c(F)cc2c1=O, [K+], [K+], NOc1ccc([N+](=O)[O-])cc1[N+](=O)[O-]. The product is CCOC(=O)c1cn(N)c2cc(Cl)c(F)cc2c1=O. RXN SMILES: [C:19](=[O:20])([O-:21])[O-:22].[CH3:39][N:40]([CH3:41])[CH:42]=[O:43].[Cl:1][c:2]1[c:3]([F:18])[cH:4][c:5]2[c:6](=[O:17])[c:7]([C:12](=[O:13])[O:14][CH2:15][CH3:16])[cH:8][nH:9][c:10]2[cH:11]1.[K+:23].[K+:24].[N+:25]([c:26]1[cH:27][c:28]([N+:29]([O-:30])=[O:31])[cH:32][cH:33][c:34]1[O:35][NH2:36])([O-:37])=[O:38]>>[Cl:1][c:2]1[c:3]([F:18])[cH:4][c:5]2[c:6](=[O:17])[c:7]([C:12](=[O:13])[O:14][CH2:15][CH3:16])[cH:8][n:9]([NH2:25])[c:10]2[cH:11]1. Reactants: ( 3 ), O (water), [OH-].[Na+] (sodium hydroxide), COC(=O)C=1C(NN(C1)C1=CC(=CC=C1)[N+](=O)[O-])=O (1-(3-Nitrophenyl)-3-oxo-2,3-dihydro-1H-pyrazole-4-carboxylic acid methyl ester). Run in O1CCOCC1 (1,4-dioxane). The product is [N+](=O)([O-])C=1C=C(C=CC1)N1NC(C(=C1)C(=O)O)=O (1-(3-Nitrophenyl)-3-oxo-2,3-dihydro-1H-pyrazole-4-carboxylic acid). The yield is 62.6%. Reaction SMILES: C[O:2][C:3]([C:5]1[C:6](=[O:19])[NH:7][N:8]([C:10]2[CH:15]=[CH:14][CH:13]=[C:12]([N+:16]([O-:18])=[O:17])[CH:11]=2)[CH:9]=1)=[O:4].O.[OH-].[Na+]>O1CCOCC1>[N+:16]([C:12]1[CH:11]=[C:10]([N:8]2[CH:9]=[C:5]([C:3]([OH:4])=[O:2])[C:6](=[O:19])[NH:7]2)[CH:15]=[CH:14][CH:13]=1)([O-:18])=[O:17] |f:2.3|. Procedure details: 1-(3-Nitrophenyl)-3-oxo-2,3-dihydro-1H-pyrazole-4-carboxylic acid methyl ester (1.43 g, 0.005 mole) (Taylor A. W. et al, Tetrahedron, 1987, 43 (3), 607-616) in 1,4-dioxane (100 ml) and water (100 ml) was treated with sodium hydroxide (2 g, 0.05 mole) and heated under reflux for 6 hours. The mixture was allowed to cool then concentrated to a small volume in-vacuo, and acidified with concentrated hydrochloric acid. The resulting solid was filtered off and dried in-vacuo to give the title compound ... The reactants are FC1=CC(=CC(=C1)[N+](=O)[O-])I (1-fluoro-3-iodo-5-nitrobenzene), C(C)(=O)[O-].[Na+] (sodium acetate), C(C=C)(=O)OC (methyl acrylate), C(C)(=O)O (acetic acid). Reagents/catalysts: C(C)(=O)[O-].[Pd+2].C(C)(=O)[O-] (palladium(II) acetate), [Fe] (Iron). The solvent is CN1C(CCC1)=O (1-methyl-2-pyrrolidinone), C(C)O (ethanol), O (water). Run at temperature 130 celsius, time 14 hour. The product is NC=1C=C(C=C(C1)F)/C=C/C(=O)OC ((E)-methyl 3-(3-amino-5-fluorophenyl)acrylate). Yield: 39.2%. As a reaction SMILES: [F:1][C:2]1[CH:7]=[C:6]([N+:8]([O-])=O)[CH:5]=[C:4](I)[CH:3]=1.C([O-])(=O)C.[Na+].[C:17]([O:21][CH3:22])(=[O:20])[CH:18]=[CH2:19].C(O)(=O)C>C(O)C.C([O-])(=O)C.[Pd+2].C([O-])(=O)C.[Fe].O.CN1CCCC1=O>[NH2:8][C:6]1[CH:5]=[C:4](/[CH:19]=[CH:18]/[C:17]([O:21][CH3:22])=[O:20])[CH:3]=[C:2]([F:1])[CH:7]=1 |f:1.2,6.7.8|. Procedure: A mixture of 1-fluoro-3-iodo-5-nitrobenzene (1.145 g, 4.29 mmol), sodium acetate (0.430 g, 5.24 mmol), palladium(II) acetate (1.7 mg, 0.0076 mmol), methyl acrylate (0.425 mL, 4.71 mmol), and 1-methyl-2-pyrrolidinone (11 mL) under argon was degassed with three freeze/pump/thaw cycles. The reaction mixture was heated to 130° C. for 35 min and then at 100° C. for 14 h. The reaction mixture was diluted with water and saturated sodium bicarbonate solution and extracted three times with diethyl ether.... Reactants: CNC(=O)F, ClSC(Cl)(Cl)Cl. Yields the product CN(SC(Cl)(Cl)Cl)C(=O)F. As a reaction SMILES: [CH3:1][NH:2][C:3](=[O:4])[F:5].[Cl:6][C:7]([S:8][Cl:9])([Cl:10])[Cl:11]>>[CH3:1][N:2]([C:3](=[O:4])[F:5])[S:8][C:7]([Cl:6])([Cl:10])[Cl:11]. Reactants: CN1C(=O)c2ccccc2S1(=O)=O, CN(C)C=O, Cl, [H-], [Na+], O=C(CCl)Nc1ccccn1. Yields the product CN1C(C(=O)Nc2ccccn2)=C(O)c2ccccc2S1(=O)=O. RXN SMILES: [CH3:1][N:2]1[S:3](=[O:4])(=[O:5])[c:6]2[cH:7][cH:8][cH:9][cH:10][c:11]2[C:12]1=[O:13].[CH3:28][N:29]([CH3:30])[CH:31]=[O:32].[ClH:27].[H-:25].[Na+:26].[n:14]1[c:15]([NH:20][C:21]([CH2:22][Cl:23])=[O:24])[cH:16][cH:17][cH:18][cH:19]1>>[CH3:1][N:2]1[S:3](=[O:4])(=[O:5])[c:6]2[cH:7][cH:8][cH:9][cH:10][c:11]2[C:12]([OH:13])=[C:22]1[C:21]([NH:20][c:15]1[n:14][cH:19][cH:18][cH:17][cH:16]1)=[O:24].